From a dataset of the Open Reaction Database (ORD), a public repository of structured organic reaction records. describe an organic reaction: reactants, conditions, products, and yield Product: CONC(=O)c1cc(N2CCC(NC(=O)c3[nH]c(C)c(Cl)c3Cl)CC2)nc(S(C)(=O)=O)c1. Starting materials: CONC(=O)c1cc(N2CCC(NC(=O)c3[nH]c(C)c(Cl)c3Cl)CC2)nc(S(C)=O)c1, ClCCl, O=C(OO)c1cccc(Cl)c1. As a reaction SMILES: [Cl:1][c:2]1[c:3]([C:9](=[O:10])[NH:11][CH:12]2[CH2:13][CH2:14][N:15]([c:18]3[cH:19][c:20]([C:21](=[O:22])[NH:23][O:24][CH3:25])[cH:26][c:27]([S:29](=[O:30])[CH3:31])[n:28]3)[CH2:16][CH2:17]2)[nH:4][c:5]([CH3:8])[c:6]1[Cl:7].[Cl:43][CH2:44][Cl:45].[OH:32][O:33][C:34]([c:35]1[cH:36][c:37]([Cl:38])[cH:39][cH:40][cH:41]1)=[O:42]>>[Cl:1][c:2]1[c:3]([C:9](=[O:10])[NH:11][CH:12]2[CH2:13][CH2:14][N:15]([c:18]3[cH:19][c:20]([C:21](=[O:22])[NH:23][O:24][CH3:25])[cH:26][c:27]([S:29](=[O:30])([CH3:31])=[O:32])[n:28]3)[CH2:16][CH2:17]2)[nH:4][c:5]([CH3:8])[c:6]1[Cl:7].